Dataset: the Open Reaction Database (ORD), a public repository of structured organic reaction records. Task: describe an organic reaction: reactants, conditions, products, and yield The reactants are [N+](=O)([O-])C=1C=C2C(C(NC2=CC1)=O)=CC=1NC=C(C1)C(NC(=O)OCC)(C)C (5-nitro-3-[(4-(dimethylethoxycarbonylaminomethyl)-pyrrol-2-yl)methylene]indolin-2-one), O.O.[Sn](Cl)Cl (tin (II) chloride dihydrate). The solvent is C(C)(=O)OCC.N1=CC=CC=C1 (ethyl acetate pyridine). The product is NC=1C=C2C(C(NC2=CC1)=O)=CC=1NC=C(C1)C(NC(=O)OCC)(C)C (5-amino-3-[(4-(dimethylethoxycarbonylaminomethyl)pyrrol-2-yl)methylene]indolin-2-one). Isolated yield 95.9%. RXN SMILES: [N+:1]([C:4]1[CH:5]=[C:6]2[C:10](=[CH:11][CH:12]=1)[NH:9][C:8](=[O:13])[C:7]2=[CH:14][C:15]1[NH:16][CH:17]=[C:18]([C:20]([CH3:28])([CH3:27])[NH:21][C:22]([O:24][CH2:25][CH3:26])=[O:23])[CH:19]=1)([O-])=O.O.O.[Sn](Cl)Cl>C(OCC)(=O)C.N1C=CC=CC=1>[NH2:1][C:4]1[CH:5]=[C:6]2[C:10](=[CH:11][CH:12]=1)[NH:9][C:8](=[O:13])[C:7]2=[CH:14][C:15]1[NH:16][CH:17]=[C:18]([C:20]([CH3:27])([CH3:28])[NH:21][C:22]([O:24][CH2:25][CH3:26])=[O:23])[CH:19]=1 |f:1.2.3,4.5|. Procedure details: To a suspension of 5-nitro-3-[(4-(dimethylethoxycarbonylaminomethyl)-pyrrol-2-yl)methylene]indolin-2-one (0.8 g, 2 mmol) in ethyl acetate/pyridine (60 mL/9 mL) was added tin (II) chloride dihydrate and the reaction mixture was refluxed for 1.5 hours. The reaction mixture was cooled to ambient temperature, filtered through celite and the filtrate was partitioned in water and ethyl acetate. The organic layer was washed with water and filtered again through celite. The organic layer was then washed... RXN SMILES: Cl[CH2:2][CH:3]([OH:7])[CH2:4][CH2:5][Cl:6].[CH3:8][C:9]([C:11]1[CH:12]=[CH:13][C:14]([OH:17])=[CH:15][CH:16]=1)=[O:10]>C(O)C.C(OCC)C>[Cl:6][CH2:5][CH2:4][CH:3]([OH:7])[CH2:2][O:17][C:14]1[CH:15]=[CH:16][C:11]([C:9](=[O:10])[CH3:8])=[CH:12][CH:13]=1 |f:2.3|. The solvent is C(C)O.C(C)OCC (ethanol diethyl ether). Reported procedure: Utilizing the procedure of Preparation 21, 1,4-dichloro-2-butanol was reacted with 4-hydroxyacetophenone to give cream colored solid, m.p. 75°-77° C. Recrystallizing solvent was a mixture of ethanol-diethyl ether. The product is ClCCC(COC1=CC=C(C=C1)C(C)=O)O (1-[4-(4-Chloro-2-hydroxybutoxy)phenyl]ethanone). Reactants: ClCC(CCCl)O (1,4-dichloro-2-butanol), CC(=O)C=1C=CC(=CC1)O (4-hydroxyacetophenone). Reactants: C(=O)(N1C=NC=C1)N1C=NC=C1 (1,1'-carbonyldiimidazole), FC1=CC=C(C(=O)NCCN2CCN(CC2)C2=C(C(=CC=C2)N)N)C=C1 (4-fluoro-N-[2-{4-(2,3-diaminophenyl)-1-piperazinyl}ethyl]benzamide), C(C)O (ethanol). Run in O1CCCC1 (tetrahydrofuran), O1CCCC1 (tetrahydrofuran). Conditions: temperature 0 celsius. Product: FC1=CC=C(C(=O)NCCN2CCN(CC2)C2=CC=CC=3NC(NC32)=O)C=C1 (4-Fluoro-N-[2-{4-(2-benzimidazolinon-4-yl)-1-piperazinyl}ethyl]benzamide). As a reaction SMILES: [F:1][C:2]1[CH:26]=[CH:25][C:5]([C:6]([NH:8][CH2:9][CH2:10][N:11]2[CH2:16][CH2:15][N:14]([C:17]3[CH:22]=[CH:21][CH:20]=[C:19]([NH2:23])[C:18]=3[NH2:24])[CH2:13][CH2:12]2)=[O:7])=[CH:4][CH:3]=1.[C:27](N1C=CN=C1)(N1C=CN=C1)=[O:28].C(O)C>O1CCCC1>[F:1][C:2]1[CH:3]=[CH:4][C:5]([C:6]([NH:8][CH2:9][CH2:10][N:11]2[CH2:16][CH2:15][N:14]([C:17]3[C:18]4[NH:24][C:27](=[O:28])[NH:23][C:19]=4[CH:20]=[CH:21][CH:22]=3)[CH2:13][CH2:12]2)=[O:7])=[CH:25][CH:26]=1. Reported procedure: 10 Mmol (3.57 g) of 4-fluoro-N-[2-{4-(2,3-diaminophenyl)-1-piperazinyl}ethyl]benzamide were dissolved in 35 ml of tetrahydrofuran (which had been distilled over LiAlH4), and the solution was cooled in an ice-bath to 0° C. under an atmosphere of nitrogen. 21 Mmol (3.4 g) of 1,1'-carbonyldiimidazole in 20 ml of tetrahydrofuran was added in one portion to this solution while vigorously stirring. The temperature raised to 10° C. Thereafter the mixture was stirred for 3 hours at room temperature. The... Starting materials: polyphosphoric acid, ClC1=CC=C(NC2=C(C(=O)O)C=C(C(=C2)C(=O)O)NC2=CC=C(C=C2)Cl)C=C1 (2,5-bis(p-chloroanilino)terephthalic acid), O (water). The solvent is CO (methanol), CO (methanol). Conditions: temperature 150 celsius. The product is C1=CC2=C(C=C1Cl)C(=O)C3=CC4=C(C=C3N2)C(=O)C5=C(N4)C=CC(=C5)Cl (2,9-dichloroquinacridone). Yield: 102.4%. As a reaction SMILES: [Cl:1][C:2]1[CH:28]=[CH:27][C:5]([NH:6][C:7]2[CH:15]=[C:14]([C:16]([OH:18])=O)[C:13]([NH:19][C:20]3[CH:25]=[CH:24][C:23]([Cl:26])=[CH:22][CH:21]=3)=[CH:12][C:8]=2[C:9]([OH:11])=O)=[CH:4][CH:3]=1.O>CO>[CH:3]1[C:2]([Cl:1])=[CH:28][C:27]2[C:9]([C:8]3[C:7]([NH:6][C:5]=2[CH:4]=1)=[CH:15][C:14]1[C:16]([C:21]2[CH:22]=[C:23]([Cl:26])[CH:24]=[CH:25][C:20]=2[NH:19][C:13]=1[CH:12]=3)=[O:18])=[O:11]. Procedure details: To 200.0 g of polyphosphoric acid (118%) were added 30.0 g (71.7 mmol) of 2,5-bis(p-chloroanilino)terephthalic acid and 0.6 g of phthalimidomethylquinacridone. The stirred mixture was irradiated in the microwave oven for 2.0 minutes. The reaction mixture was cooled to 150° C. and drowned in 400 g of methanol with vigorous stirring. The resultant methanol suspension was maintained at reflux for one hour, cooled to 60° C., added to 800 g of water, and heated at 60° C. for 30 minutes. The solid com... The reactants are NC=1SC=C(N1)C(C(=O)NC1[C@@H]2N(C(=C(CS2)C=C)C(=O)OC(C2=CC=CC=C2)C2=CC=CC=C2)C1=O)=NOCC1=NC=CC=C1 (benzhydryl 7-[2-(2-aminothiazol-4-yl)-2-(2-pyridylmethoxyimino)acetamido]-3-vinyl-3-cephem-4-carboxylate), C1(=CC=CC=C1)OC (anisole), FC(C(=O)O)(F)F (trifluoroacetic acid), C(C)(C)OC(C)C (diisopropyl ether). The solvent is C(Cl)Cl (methylene chloride). Reaction conditions: time 1.5 hour. Product: NC=1SC=C(N1)C(C(=O)NC1[C@@H]2N(C(=C(CS2)C=C)C(=O)O)C1=O)=NOCC1=NC=CC=C1 (7-[2-(2-aminothiazol-4-yl)-2-(2-pyridylmethoxyimino)acetamido]-3-vinyl-3-cephem-4-carboxylic acid). Yield: 52.5%. Reaction SMILES: [NH2:1][C:2]1[S:3][CH:4]=[C:5]([C:7](=[N:38][O:39][CH2:40][C:41]2[CH:46]=[CH:45][CH:44]=[CH:43][N:42]=2)[C:8]([NH:10][CH:11]2[C:36](=[O:37])[N:13]3[C:14]([C:20]([O:22]C(C4C=CC=CC=4)C4C=CC=CC=4)=[O:21])=[C:15]([CH:18]=[CH2:19])[CH2:16][S:17][C@H:12]23)=[O:9])[N:6]=1.C1(OC)C=CC=CC=1.FC(F)(F)C(O)=O.C(OC(C)C)(C)C>C(Cl)Cl>[NH2:1][C:2]1[S:3][CH:4]=[C:5]([C:7](=[N:38][O:39][CH2:40][C:41]2[CH:46]=[CH:45][CH:44]=[CH:43][N:42]=2)[C:8]([NH:10][CH:11]2[C:36](=[O:37])[N:13]3[C:14]([C:20]([OH:22])=[O:21])=[C:15]([CH:18]=[CH2:19])[CH2:16][S:17][C@H:12]23)=[O:9])[N:6]=1. Procedure: To a solution of benzhydryl 7-[2-(2-aminothiazol-4-yl)-2-(2-pyridylmethoxyimino)acetamido]-3-vinyl-3-cephem-4-carboxylate (syn isomer) (4.6 g) in methylene chloride (20 ml) and anisole (3.0 g) was added trifluoroacetic acid (11.2 g) under ice-cooling with stirring, and the stirring was continued at ambient temperature for 1.5 hours. The reaction mixture was added dropwise to diisopropyl ether (300 ml) and the precipitated crystals were collected by filtration, followed by suspending in water (70... The reactants are [H-].[Na+] (sodium hydride), ClC1=C(C=C2C(=N1)N(C=C2)C)F (6-chloro-5-fluoro-1-methyl-1H-pyrrolo[2,3-b]pyridine), N1=C(C=CC=C1)CO (2-pyridine methanol), [H-].[Na+] (sodium hydride). Solvent: CS(=O)C (dimethyl sulphoxide). Run at time 8 hour. Yields the product FC=1C=C2C(=NC1OCC1=NC=CC=C1)N(C=C2)C (5-fluoro-1-methyl-6-(pyridin-2-ylmethoxy)-1H-pyrrolo[2,3-b]pyridine). Isolated yield 81.3%. As a reaction SMILES: Cl[C:2]1[N:7]=[C:6]2[N:8]([CH3:11])[CH:9]=[CH:10][C:5]2=[CH:4][C:3]=1[F:12].[N:13]1[CH:18]=[CH:17][CH:16]=[CH:15][C:14]=1[CH2:19][OH:20].[H-].[Na+]>CS(C)=O>[F:12][C:3]1[CH:4]=[C:5]2[CH:10]=[CH:9][N:8]([CH3:11])[C:6]2=[N:7][C:2]=1[O:20][CH2:19][C:14]1[CH:15]=[CH:16][CH:17]=[CH:18][N:13]=1 |f:2.3|. Reported procedure: To a stirred solution of 6-chloro-5-fluoro-1-methyl-1H-pyrrolo[2,3-b]pyridine (1.276 g, 6.91 mmol) and 2-pyridine methanol (0.800 mL, 8.29 mmol) in dimethyl sulphoxide (10 mL), under a nitrogen atmosphere, is added 60% sodium hydride (0.332 g, 8.29 mmol) portionwise, and reaction stirred at room temperature overnight. The reaction is then heated to 80° C. for 1 h, cooled to room temperature and further 60% sodium hydride (0.090 g, 2.32 mmol) added. After 30 minutes of stirring at room temperatur... The reactants are OC(C(=O)OC)C(C1=C(C=CC=C1)CCCCCCCCC=1OC=CC1)SCCC(=O)OC (Methyl 2-hydroxy-3-(2-carbomethoxyethylthio)-3-[2-(8-(2-furyl)octyl)phenyl]propanoate), [OH-].[Na+] (sodium hydroxide). Solvent: CO (methanol). Reaction conditions: temperature 0 celsius, time 5 hour. The product is OC(C(=O)O)C(C1=C(C=CC=C1)CCCCCCCCC=1OC=CC1)SCCC(=O)O (2-Hydroxy-3-(2-carboxyethylthio)-3-[2-(8-(2-furyl)octyl)phenyl]propanoic acid). RXN SMILES: [OH:1][CH:2]([CH:7]([S:27][CH2:28][CH2:29][C:30]([O:32]C)=[O:31])[C:8]1[CH:13]=[CH:12][CH:11]=[CH:10][C:9]=1[CH2:14][CH2:15][CH2:16][CH2:17][CH2:18][CH2:19][CH2:20][CH2:21][C:22]1[O:23][CH:24]=[CH:25][CH:26]=1)[C:3]([O:5]C)=[O:4].[OH-].[Na+]>CO>[OH:1][CH:2]([CH:7]([S:27][CH2:28][CH2:29][C:30]([OH:32])=[O:31])[C:8]1[CH:13]=[CH:12][CH:11]=[CH:10][C:9]=1[CH2:14][CH2:15][CH2:16][CH2:17][CH2:18][CH2:19][CH2:20][CH2:21][C:22]1[O:23][CH:24]=[CH:25][CH:26]=1)[C:3]([OH:5])=[O:4] |f:1.2|. Reported procedure: Methyl 2-hydroxy-3-(2-carbomethoxyethylthio)-3-[2-(8-(2-furyl)octyl)phenyl]propanoate (0.068 g, 0.14 mmoles) was dissolved in methanol (2.0 ml), under argon, cooled to 0° C. and a 1N sodium hydroxide solution (0.54 ml) was added dropwise. The ice bath was removed and the reaction mixture permitted to warm to room temperature. After 5 hours, the methanol was evaporated and the residue diluted with water. The pH of the aqueous layer was adjusted to 2 with dilute hydrochloric acid. The acidic layer... The reactants are C(CCC)[Li] (n-butyl lithium), Cl[Si](CCCCCCCCCC)(CCCCCCCCCC)Cl (dichlorodi-n-decylsilane), BrC1=C(SC(=C1)[Si](C)(C)C)C=1SC(=CC1Br)[Si](C)(C)C (3,3′-dibromo-5,5′-bis(trimethylsilyl)-2,2′-bithiophene), BrC1=C(SC(=C1)[Si](C)(C)C)C=1SC(=CC1Br)[Si](C)(C)C (3,3′-dibromo-5,5′-bis(trimethylsilyl)-2,2′-bithiophene), O (water). Run in CCCCCC (hexane), O1CCCC1 (tetrahydrofuran). Run at temperature -78 celsius, time 30 minute. Yields the product C(CCCCCCCCC)[Si]1(C2=C(C3=C1C=CS3)SC=C2)CCCCCCCCCC (4,4-di-n-decyl-dithieno[3,2-b:2′,3′-d]silole). The yield is 88.0%. As a reaction SMILES: Br[C:2]1[CH:6]=[C:5]([Si](C)(C)C)[S:4][C:3]=1[C:11]1[S:12][C:13]([Si](C)(C)C)=[CH:14][C:15]=1Br.C([Li])CCC.Cl[Si:27](Cl)([CH2:38][CH2:39][CH2:40][CH2:41][CH2:42][CH2:43][CH2:44][CH2:45][CH2:46][CH3:47])[CH2:28][CH2:29][CH2:30][CH2:31][CH2:32][CH2:33][CH2:34][CH2:35][CH2:36][CH3:37].O>O1CCCC1.CCCCCC>[CH2:38]([Si:27]1([CH2:28][CH2:29][CH2:30][CH2:31][CH2:32][CH2:33][CH2:34][CH2:35][CH2:36][CH3:37])[C:2]2[CH:6]=[CH:5][S:4][C:3]=2[C:11]2[S:12][CH:13]=[CH:14][C:15]1=2)[CH2:39][CH2:40][CH2:41][CH2:42][CH2:43][CH2:44][CH2:45][CH2:46][CH3:47]. Procedure: 3,3′-dibromo-5,5′-bis(trimethylsilyl)-2,2′-bithiophene (Compound E4, synthesized in accordance with WO 2010/136353, 5.0 g) was placed in a 200 mL four-necked flask in a nitrogen atmosphere, and dissolved in tetrahydrofuran (75 mL). This was cooled to −78° C., and a solution of n-butyl lithium in hexane (KANTO CHEMICAL CO., INC., 1.64 M, 13.7 mL) was added dropwise. After about 30 minutes of agitation, the dichlorodi-n-decylsilane (Compound E21) (4.89 g) synthesized in Synthesis Example A19 was a...